From a dataset of the Open Reaction Database (ORD), a public repository of structured organic reaction records. describe an organic reaction: reactants, conditions, products, and yield The reactants are COCCOC=1C=C2C(=CC1OCCOC)N=CN=C2NC=3C=CC=C(C3)C#C (Erlotinib), Cl.C(C)(=O)OCC (ethyl acetate HCl). The solvent is C(C(C)C)C(=O)C (methyl isobutyl ketone). Run at temperature 27.5 celsius. Yields the product COCCOC=1C=C2C(=CC1OCCOC)N=CN=C2NC=3C=CC=C(C3)C#C.Cl (erlotinib hydrochloride). RXN SMILES: [CH3:1][O:2][CH2:3][CH2:4][O:5][C:6]1[CH:7]=[C:8]2[C:20]([NH:21][C:22]3[CH:23]=[CH:24][CH:25]=[C:26]([C:28]#[CH:29])[CH:27]=3)=[N:19][CH:18]=[N:17][C:9]2=[CH:10][C:11]=1[O:12][CH2:13][CH2:14][O:15][CH3:16].[ClH:30].C(OCC)(=O)C>C(C(C)=O)C(C)C>[CH3:1][O:2][CH2:3][CH2:4][O:5][C:6]1[CH:7]=[C:8]2[C:20]([NH:21][C:22]3[CH:23]=[CH:24][CH:25]=[C:26]([C:28]#[CH:29])[CH:27]=3)=[N:19][CH:18]=[N:17][C:9]2=[CH:10][C:11]=1[O:12][CH2:13][CH2:14][O:15][CH3:16].[ClH:30] |f:1.2,4.5|. Reported procedure: Erlotinib free base (10 gm) is added to methyl isobutyl ketone (300 ml) under stirring at 25-30° C., the contents are heated to 60° C. and then stirred at 60-65° C. to form a clear solution. To the solution slowly added 7% ethyl acetate HCl (40 ml) at 60-65° C., the resulting mass is slowly cooled to 25-30° C. and then stirred for 1 hour. Filtered the mass, washed with methyl isobutyl ketone (20 ml) and then dried at 50-55° C. to give 9.8 gm of erlotinib hydrochloride crystalline polymorph form ... Reactants: NC1(C(NC2=CC(=C(C=C12)Cl)Cl)=O)C1=CC=CC=C1 (3-amino-5,6-dichloro-1,3-dihydro-3-phenylindol-2-one), C(C)N(C(NC1=CC=C(C=C1)S(=O)(=O)Cl)=O)CC (4-(N',N'-diethylureido)benzenesulfonyl chloride). The solvent is C(Cl)Cl.CCOC(=O)C (DCM AcOEt). Yields the product NC1(C(N(C2=CC(=C(C=C12)Cl)Cl)S(=O)(=O)C1=CC=C(C=C1)NC(=O)N(CC)CC)=O)C1=CC=CC=C1 (3-Amino-5,6-dichloro-1-[4-(N',N'-diethylureido)benzenesulfonyl]-1,3-dihydro-3-phenylindol-2-one). Reaction SMILES: [NH2:1][C:2]1([C:14]2[CH:19]=[CH:18][CH:17]=[CH:16][CH:15]=2)[C:10]2[C:5](=[CH:6][C:7]([Cl:12])=[C:8]([Cl:11])[CH:9]=2)[NH:4][C:3]1=[O:13].[CH2:20]([N:22]([CH2:36][CH3:37])[C:23](=[O:35])[NH:24][C:25]1[CH:30]=[CH:29][C:28]([S:31](Cl)(=[O:33])=[O:32])=[CH:27][CH:26]=1)[CH3:21]>C(Cl)Cl.CCOC(C)=O>[NH2:1][C:2]1([C:14]2[CH:19]=[CH:18][CH:17]=[CH:16][CH:15]=2)[C:10]2[C:5](=[CH:6][C:7]([Cl:12])=[C:8]([Cl:11])[CH:9]=2)[N:4]([S:31]([C:28]2[CH:27]=[CH:26][C:25]([NH:24][C:23]([N:22]([CH2:36][CH3:37])[CH2:20][CH3:21])=[O:35])=[CH:30][CH:29]=2)(=[O:33])=[O:32])[C:3]1=[O:13] |f:2.3|. Procedure details: This compound is prepared according to the procedure described in EXAMPLE 1 from 0.293 g of 3-amino-5,6-dichloro-1,3-dihydro-3-phenylindol-2-one and 0.290 g of 4-(N',N'-diethylureido)benzenesulfonyl chloride. Chromatography on silica using a DCM/AcOEt mixture (85/15; v/v) as the eluent gives the expected product after crystallization from a DCM/iso ether mixture. m=0.26 g. M.p.=119°-121° C. Reactants: BrC1=CC=2C3=C(C=NC2C=C1)N(C(N3C=3C(=NN(C3)C)Cl)=O)C (8-bromo-1-(3-chloro-1-methyl-1H-pyrazol-4-yl)-3-methyl-1,3-dihydro-imidazo[4,5-c]quinolin-2-one), BrC1=CC=2C3=C(C=NC2C=C1)N(C(N3C=3C(=NN(C3)C)Cl)=O)C (8-bromo-1-(3-chloro-1-methyl-1H-pyrazol-4-yl)-3-methyl-1,3-dihydro-imidazo[4,5-c]quinolin-2-one), COC1=NC=C(C=C1N)B1OC(C(O1)(C)C)(C)C (2-methoxy-5-(4,4,5,5-tetramethyl-[1,3,2]dioxaborolan-2-yl)-pyridin-3-ylamine). Product: NC=1C=C(C=NC1OC)C1=CC=2C3=C(C=NC2C=C1)N(C(N3C=3C(=NN(C3)C)Cl)=O)C (8-(5-Amino-6-methoxy-pyridin-3-yl)-1-(3-chloro-1-methyl-1H-pyrazol-4-yl)-3-methyl-1,3-dihydro-imidazo[4,5-c]quinolin-2-one). RXN SMILES: Br[C:2]1[CH:11]=[CH:10][C:9]2[N:8]=[CH:7][C:6]3[N:12]([CH3:23])[C:13](=[O:22])[N:14]([C:15]4[C:16]([Cl:21])=[N:17][N:18]([CH3:20])[CH:19]=4)[C:5]=3[C:4]=2[CH:3]=1.[CH3:24][O:25][C:26]1[C:31]([NH2:32])=[CH:30][C:29](B2OC(C)(C)C(C)(C)O2)=[CH:28][N:27]=1>>[NH2:32][C:31]1[CH:30]=[C:29]([C:2]2[CH:11]=[CH:10][C:9]3[N:8]=[CH:7][C:6]4[N:12]([CH3:23])[C:13](=[O:22])[N:14]([C:15]5[C:16]([Cl:21])=[N:17][N:18]([CH3:20])[CH:19]=5)[C:5]=4[C:4]=3[CH:3]=2)[CH:28]=[N:27][C:26]=1[O:25][CH3:24]. Reported procedure: The title compound was synthesized in a similar manner as described for Example 1.1 using 8-bromo-1-(3-chloro-1-methyl-1H-pyrazol-4-yl)-3-methyl-1,3-dihydro-imidazo[4,5-c]quinolin-2-one (Intermediate K) and 2-methoxy-5-(4,4,5,5-tetramethyl-[1,3,2]dioxaborolan-2-yl)-pyridin-3-ylamine (Stage 89.1.1) to give the title compound as an off-white solid. (HPLC: tR 2.45 min (Method A); M+H=436 MS-ES; 1H-NMR (d6-DMSO, 400 MHz) 8.97 (s, 1H), 8.38 (s, 1H), 8.11-8.07 (m, 1H), 7.80-7.75 (m, 1H), 7.48-7.42 (m,...